The task is: describe an organic reaction: reactants, conditions, products, and yield. This data is from the Open Reaction Database (ORD), a public repository of structured organic reaction records. RXN SMILES: [CH3:23][CH2:24][CH2:25][CH2:26][CH2:27][CH3:28].[CH3:29][CH2:30][O:31][C:32]([CH3:33])=[O:34].[F:1][c:2]1[cH:3][cH:4][c:5]([CH2:8][O:9][S:10]([CH3:11])(=[O:12])=[O:13])[n:6][cH:7]1.[N-:15]=[N+:16]=[N-:17].[Na+:14].[O:18]=[CH:19][N:20]([CH3:21])[CH3:22]>>[F:1][c:2]1[cH:3][cH:4][c:5]([CH2:8][NH2:15])[n:6][cH:7]1. Yields the product NCc1ccc(F)cn1. Reactants: CCCCCC, CCOC(C)=O, CS(=O)(=O)OCc1ccc(F)cn1, [N-]=[N+]=[N-], [Na+], CN(C)C=O.